Task: describe an organic reaction: reactants, conditions, products, and yield. Dataset: the Open Reaction Database (ORD), a public repository of structured organic reaction records Run in C(C)(=O)O (acetic acid). The reactants are C(Cl)Cl (DCM), FC1=CC(=C(C=C1)NC([C@H](C)NC(OCC1C2=CC=CC=C2C=2C=CC=CC12)=O)=O)NC1=CC=C(C=C1)F ((S)-(9H-fluoren-9-yl)methyl 1-(4-fluoro-2-(4-fluorophenylamino)phenylamino)-1-oxopropan-2-ylcarbamate), C(=O)(O)[O-].[Na+] (NaHCO3). Reaction conditions: temperature 100 celsius, time 26 hour. Procedure: A Heterogeneous mixture of (S)-(9H-fluoren-9-yl)methyl 1-(4-fluoro-2-(4-fluorophenylamino)phenylamino)-1-oxopropan-2-ylcarbamate (3.500 g, 6.82 mmol) in acetic acid (45.4 mL) was heated at 100° C. with stirring. After 26 h, the mixture was cooled to rt and poured into DCM (100 mL) and satd. aq. NaHCO3 solution (100 mL). The aq. layer was removed and the organic layer was washed with satd. aq. NaHCO3 solution (100 mL×1), water (100 mL×1) and brine (100 mL×1), dried over MgSO4, filtered, and conce... Yields the product FC=1C=CC2=C(N(C(=N2)[C@H](C)NC(OCC2C3=CC=CC=C3C=3C=CC=CC23)=O)C2=CC=C(C=C2)F)C1 ((S)-(9H-fluoren-9-yl)methyl 1-(6-fluoro-1-(4-fluorophenyl)-1H-benzo[d]imidazol-2-yl)ethylcarbamate). RXN SMILES: [F:1][C:2]1[CH:7]=[CH:6][C:5]([NH:8][C:9](=O)[C@@H:10]([NH:12][C:13](=[O:29])[O:14][CH2:15][CH:16]2[C:28]3[CH:27]=[CH:26][CH:25]=[CH:24][C:23]=3[C:22]3[C:17]2=[CH:18][CH:19]=[CH:20][CH:21]=3)[CH3:11])=[C:4](NC2C=CC(F)=CC=2)[CH:3]=1.C(Cl)Cl.C([O-])(O)=O.[Na+]>C(O)(=O)C>[F:1][C:2]1[CH:3]=[CH:4][C:5]2[N:8]=[C:9]([C@@H:10]([NH:12][C:13](=[O:29])[O:14][CH2:15][CH:16]3[C:17]4[CH:18]=[CH:19][CH:20]=[CH:21][C:22]=4[C:23]4[C:28]3=[CH:27][CH:26]=[CH:25][CH:24]=4)[CH3:11])[N:8]([C:5]3[CH:6]=[CH:7][C:2]([F:1])=[CH:3][CH:4]=3)[C:6]=2[CH:7]=1 |f:2.3|. The reactants are [H-].[Na+] (Sodium hydride), N1(N=CN=C1)C(C=1C=C2C=CC(NC2=CC1)=O)C1=CC(=CC=C1)C(F)(F)F ((±)-6-[1H-1,2,4-triazol-1-yl[3-(trifluoromethyl)phenyl]methyl]-2(1H)-quinolinone), IC (iodomethane). The solvent is CN(C=O)C (N,N-dimethylformamide). The product is CN1C(C=CC2=CC(=CC=C12)C(C1=CC(=CC=C1)C(F)(F)F)N1N=CN=C1)=O ((±)-1methyl-6-[1H-1,2,4-triazol-1-yl[3-(trifluoromethyl)phenyl]methyl]-2(1H)-quinolinone). The yield is 28.0%. RXN SMILES: [N:1]1([CH:6]([C:18]2[CH:23]=[CH:22][CH:21]=[C:20]([C:24]([F:27])([F:26])[F:25])[CH:19]=2)[C:7]2[CH:8]=[C:9]3[C:14](=[CH:15][CH:16]=2)[NH:13][C:12](=[O:17])[CH:11]=[CH:10]3)[CH:5]=[N:4][CH:3]=[N:2]1.[H-].[Na+].I[CH3:31]>CN(C)C=O>[CH3:31][N:13]1[C:14]2[C:9](=[CH:8][C:7]([CH:6]([N:1]3[CH:5]=[N:4][CH:3]=[N:2]3)[C:18]3[CH:23]=[CH:22][CH:21]=[C:20]([C:24]([F:25])([F:26])[F:27])[CH:19]=3)=[CH:16][CH:15]=2)[CH:10]=[CH:11][C:12]1=[O:17] |f:1.2|. Procedure details: A mixture of compound 3 (10 g) in N,N-dimethylformamide (100 ml) was stirred at room temperature under N2. Sodium hydride (0.51 g) was added portionwise and the mixture was stirred for 15 minutes. The mixture was cooled, iodomethane was added dropwise and the reaction mixture was stirred for 12 hours. The solvent was evaporated and the residue was partitioned between CH2Cl2 and water. The separated organic layer was dried over MgSO4, filtered and the filtrate evaporated. The oily residue was pur... The reactants are O (water), FC1=NC(=CC2=CC=C(C=C12)CCCCCCCC)C1=CC=C(C=C1)O (1-fluoro-3-(4-hydroxyphenyl)-7-octylisoquinoline), C(CCCCCCC)Br (1-octyl bromide), [H-].[Na+] (sodium hydride). Run in CN(C)C=O (DMF). Run at time 30 minute. Yields the product FC1=NC(=CC2=CC=C(C=C12)CCCCCCCC)C1=CC=C(C=C1)OCCCCCCCC (1-fluoro-3-[4-(octyloxy)phenyl]-7-octylisoquinoline). Isolated yield 80.0%. RXN SMILES: [F:1][C:2]1[C:11]2[C:6](=[CH:7][CH:8]=[C:9]([CH2:12][CH2:13][CH2:14][CH2:15][CH2:16][CH2:17][CH2:18][CH3:19])[CH:10]=2)[CH:5]=[C:4]([C:20]2[CH:25]=[CH:24][C:23]([OH:26])=[CH:22][CH:21]=2)[N:3]=1.[H-].[Na+].[CH2:29](Br)[CH2:30][CH2:31][CH2:32][CH2:33][CH2:34][CH2:35][CH3:36].O>CN(C=O)C>[F:1][C:2]1[C:11]2[C:6](=[CH:7][CH:8]=[C:9]([CH2:12][CH2:13][CH2:14][CH2:15][CH2:16][CH2:17][CH2:18][CH3:19])[CH:10]=2)[CH:5]=[C:4]([C:20]2[CH:21]=[CH:22][C:23]([O:26][CH2:29][CH2:30][CH2:31][CH2:32][CH2:33][CH2:34][CH2:35][CH3:36])=[CH:24][CH:25]=2)[N:3]=1 |f:1.2|. Procedure details: 10 mmol of 1-fluoro-3-(4-hydroxyphenyl)-7-octylisoquinoline are dissolved in 50 ml of DMF, and 11 mmol of sodium hydride are added. After the mixture has been stirred for 30 minutes, 11 mmol of 1-octyl bromide are added dropwise, and the mixture is stirred at 60° C. for a further 140 minutes and poured into water. The mixture is extracted with dichloromethane, the combined organic phases are dried, the solvent is removed in vacuo and the residue is chromatographed on silica gel, giving 8 mmol of... Starting materials: CC#N, CCN(C(C)C)C(C)C, Cl, O=C(Cl)c1ccc(OC(F)(F)F)cc1, Cc1nc2ccc(CN)cc2c(=O)n1C1CCC(=O)NC1=O. Product: Cc1nc2ccc(CNC(=O)c3ccc(OC(F)(F)F)cc3)cc2c(=O)n1C1CCC(=O)NC1=O. Reaction SMILES: [CH3:47][C:48]#[N:49].[CH:38]([N:39]([CH2:40][CH3:41])[CH:42]([CH3:43])[CH3:44])([CH3:45])[CH3:46].[ClH:1].[F:24][C:25]([O:26][c:27]1[cH:28][cH:29][c:30]([C:31](=[O:32])[Cl:33])[cH:34][cH:35]1)([F:36])[F:37].[NH2:2][CH2:3][c:4]1[cH:5][c:6]2[c:7](=[O:23])[n:8]([CH:15]3[C:16](=[O:22])[NH:17][C:18](=[O:21])[CH2:19][CH2:20]3)[c:9]([CH3:14])[n:10][c:11]2[cH:12][cH:13]1>>[NH:2]([CH2:3][c:4]1[cH:5][c:6]2[c:7](=[O:23])[n:8]([CH:15]3[C:16](=[O:22])[NH:17][C:18](=[O:21])[CH2:19][CH2:20]3)[c:9]([CH3:14])[n:10][c:11]2[cH:12][cH:13]1)[C:31]([c:30]1[cH:29][cH:28][c:27]([O:26][C:25]([F:24])([F:36])[F:37])[cH:35][cH:34]1)=[O:32]. Reactants: C(C)OC(C(=COCC)C(C1=C(C=C(C(=C1)F)Cl)Cl)=O)=O (2-(2,4-dichloro-5-fluoro-benzoyl)-3-ethoxy-acrylic acid ethyl ester), NC1=NC=C(C=C1)F (2-amino-5-fluoropyridine). The solvent is C(C)O (ethanol). The product is C(C)OC(=O)C1=CN(C2=CC(=C(C=C2C1=O)F)Cl)C1=NC=C(C=C1)F (7-Chloro-6-fluoro-1-(5-fluoro-pyridin-2-yl)-4-oxo-1,4-dihydro-quinoline-3-carboxylic Acid Ethyl Ester). Reaction SMILES: [CH2:1]([O:3][C:4](=[O:21])[C:5]([C:10](=[O:20])[C:11]1[CH:16]=[C:15]([F:17])[C:14]([Cl:18])=[CH:13][C:12]=1Cl)=[CH:6]OCC)[CH3:2].[NH2:22][C:23]1[CH:28]=[CH:27][C:26]([F:29])=[CH:25][N:24]=1>C(O)C>[CH2:1]([O:3][C:4]([C:5]1[C:10](=[O:20])[C:11]2[C:12](=[CH:13][C:14]([Cl:18])=[C:15]([F:17])[CH:16]=2)[N:22]([C:23]2[CH:28]=[CH:27][C:26]([F:29])=[CH:25][N:24]=2)[CH:6]=1)=[O:21])[CH3:2]. Reported procedure: A solution of 0.747 g of 2-(2,4-dichloro-5-fluoro-benzoyl)-3-ethoxy-acrylic acid ethyl ester (2.23 mmol) and 0.250 g of 2-amino-5-fluoropyridine (2.23 mmol) in 5 ml ethanol was stirred at reflux for 25 hrs. The reaction was monitored by TLC. The ethanol was evaporated and the last traces of ethanol were distilled from an azeotrope with a mixture of 10 ml heptane and 10 ml ethyl acetate. The yellow oil was dissolved in 10 ml of THF, reacted with 120 mg of a 50% NaH suspension in oil and stirred a... The reactants are O (water), Cl.NC1[C@@H]2N(C(=C(CS2)C=C)C(=O)OC(C2=CC=CC=C2)C2=CC=CC=C2)C1=O (benzhydryl 7-amino-3-vinyl-3-cephem-4-carboxylate hydrochloride), C[Si](C)(C)CC(=O)N (trimethylsilylacetamide), BrCC(C(C(=O)Cl)=NOC)(OCC)OCC (4-bromo-3,3-diethoxy-2-methoxyiminobutyryl chloride). The solvent is C(C)(=O)OCC (ethyl acetate), C(C)(=O)OCC (ethyl acetate). Product: BrCC(C(C(=O)NC1[C@@H]2N(C(=C(CS2)C=C)C(=O)OC(C2=CC=CC=C2)C2=CC=CC=C2)C1=O)=NOC)(OCC)OCC (benzhydryl 7-(4-bromo-3,3-diethoxy-2-methoxyiminobutyramido)-3-vinyl-3-cephem-4-carboxylate). Isolated yield 100.6%. RXN SMILES: Cl.[NH2:2][CH:3]1[C:28](=[O:29])[N:5]2[C:6]([C:12]([O:14][CH:15]([C:22]3[CH:27]=[CH:26][CH:25]=[CH:24][CH:23]=3)[C:16]3[CH:21]=[CH:20][CH:19]=[CH:18][CH:17]=3)=[O:13])=[C:7]([CH:10]=[CH2:11])[CH2:8][S:9][C@H:4]12.C[Si](CC(N)=O)(C)C.[Br:38][CH2:39][C:40]([O:51][CH2:52][CH3:53])([O:48][CH2:49][CH3:50])[C:41](=[N:45][O:46][CH3:47])[C:42](Cl)=[O:43].O>C(OCC)(=O)C>[Br:38][CH2:39][C:40]([O:51][CH2:52][CH3:53])([O:48][CH2:49][CH3:50])[C:41](=[N:45][O:46][CH3:47])[C:42]([NH:2][CH:3]1[C:28](=[O:29])[N:5]2[C:6]([C:12]([O:14][CH:15]([C:16]3[CH:21]=[CH:20][CH:19]=[CH:18][CH:17]=3)[C:22]3[CH:23]=[CH:24][CH:25]=[CH:26][CH:27]=3)=[O:13])=[C:7]([CH:10]=[CH2:11])[CH2:8][S:9][C@H:4]12)=[O:43] |f:0.1|. Procedure: To a solution of benzhydryl 7-amino-3-vinyl-3-cephem-4-carboxylate hydrochloride (6.4 g) and trimethylsilylacetamide (9.8 g) in ethyl acetate (80 ml) was added 4-bromo-3,3-diethoxy-2-methoxyiminobutyryl chloride (syn isomer) (5.0 g) at -20° C. with stirring, and the stirring was continued at -20° to -5° C. for an hour. To the reaction mixture were added ethyl acetate and water, and the separated ethyl acetate solution was washed with a saturated aqueous sodium bicarbonate and an aqueous sodium c...